This data is from the Open Reaction Database (ORD), a public repository of structured organic reaction records. The task is: describe an organic reaction: reactants, conditions, products, and yield The reactants are ClC1=C(C=CC(=C1)I)NC([C@@](C(F)(F)F)(C)O)=O ((R)-N-[2-chloro-4-iodophenyl]-2-hydroxy-2-methyl-3,3,3-trifluoropropanamide), SCCO (2-mercaptoethanol), C[O-].[Na+] (sodium methoxide). Reagents/catalysts: [Cu]Cl (copper (I) chloride). The solvent is C(C)(=O)OCC (ethyl acetate), N1=CC=CC=C1 (pyridine), N1=CC=CC2=CC=CC=C12 (quinoline), N1=CC=CC=C1 (pyridine). Reaction conditions: temperature 190 celsius. The product is ClC1=C(C=CC(=C1)SCCO)NC([C@@](C(F)(F)F)(C)O)=O ((R)-N-[2-Chloro-4-(2-hydroxyethylsulphanyl)phenyl]-2-hydroxy-2-methyl-3,3,3-trifluoropropanamide). RXN SMILES: [Cl:1][C:2]1[CH:7]=[C:6](I)[CH:5]=[CH:4][C:3]=1[NH:9][C:10](=[O:18])[C@:11]([OH:17])([CH3:16])[C:12]([F:15])([F:14])[F:13].[SH:19][CH2:20][CH2:21][OH:22].C[O-].[Na+]>N1C=CC=CC=1.N1C2C(=CC=CC=2)C=CC=1.C(OCC)(=O)C.[Cu]Cl>[Cl:1][C:2]1[CH:7]=[C:6]([S:19][CH2:20][CH2:21][OH:22])[CH:5]=[CH:4][C:3]=1[NH:9][C:10](=[O:18])[C@:11]([OH:17])([CH3:16])[C:12]([F:15])([F:14])[F:13] |f:2.3|. Procedure details: A solution of (R)-N-[2-chloro-4-iodophenyl]-2-hydroxy-2-methyl-3,3,3-trifluoropropanamide (Example 197) (0.8 g) in pyridine (1 ml) was added to a deoxygenated solution of 2-mercaptoethanol (0.18 ml), sodium methoxide (0.14 g) and copper (I) chloride (0.2 g) in quinoline (2 ml) and pyridine (2 ml). The mixture was heated to 190° C. under argon for 18 hours. The mixture was allowed to cool to room temperature then dissolved in ethyl acetate (100 ml), washed with dilute aqueous hydrochloric acid (2...